From a dataset of the Open Reaction Database (ORD), a public repository of structured organic reaction records. describe an organic reaction: reactants, conditions, products, and yield Reported procedure: A solution of [2-(4-chloro-2-methoxy-pyridin-3-yl)-1H-indol-6-yl]-carbamic acid tert-butyl ester (160 mg, 0.43) in CH2Cl2 (5 mL) was added 2,2,2-trifluoroacetic acid (0.5 mL) at 25° C. The solution was heated to reflux for 3 hours. Concentrate the solution in vacuo to afford crude 2-(4-chloro-2-methoxy-pyridin-3-yl)-1H-indol-6-ylamine (105 mg, 90%) as light yellow oil. The crude product was used directly for next step. MH+ 273.9. The product is ClC1=C(C(=NC=C1)OC)C=1NC2=CC(=CC=C2C1)N (2-(4-chloro-2-methoxy-pyridin-3-yl)-1H-indol-6-ylamine). Reaction SMILES: C(OC(=O)[NH:7][C:8]1[CH:16]=[C:15]2[C:11]([CH:12]=[C:13]([C:17]3[C:18]([O:24][CH3:25])=[N:19][CH:20]=[CH:21][C:22]=3[Cl:23])[NH:14]2)=[CH:10][CH:9]=1)(C)(C)C.FC(F)(F)C(O)=O>C(Cl)Cl>[Cl:23][C:22]1[CH:21]=[CH:20][N:19]=[C:18]([O:24][CH3:25])[C:17]=1[C:13]1[NH:14][C:15]2[C:11]([CH:12]=1)=[CH:10][CH:9]=[C:8]([NH2:7])[CH:16]=2. The solvent is C(Cl)Cl (CH2Cl2). Starting materials: C(C)(C)(C)OC(NC1=CC=C2C=C(NC2=C1)C=1C(=NC=CC1Cl)OC)=O ([2-(4-chloro-2-methoxy-pyridin-3-yl)-1H-indol-6-yl]-carbamic acid tert-butyl ester), FC(C(=O)O)(F)F (2,2,2-trifluoroacetic acid). The yield is 89.6%. Reactants: [Br-], C1CCOC1, C[Mg+], O=C1CCCCC(NC(=O)N2CCN(c3ccnc4cc(Cl)ccc34)CC2)C1. Product: CC1(O)CCCCC(NC(=O)N2CCN(c3ccnc4cc(Cl)ccc34)CC2)C1. Reaction SMILES: [Br-:29].[CH2:32]1[O:33][CH2:34][CH2:35][CH2:36]1.[CH3:30][Mg+:31].[Cl:1][c:2]1[cH:3][cH:4][c:5]2[c:6]([N:12]3[CH2:13][CH2:14][N:15]([C:18](=[O:19])[NH:20][CH:21]4[CH2:22][C:23](=[O:28])[CH2:24][CH2:25][CH2:26][CH2:27]4)[CH2:16][CH2:17]3)[cH:7][cH:8][n:9][c:10]2[cH:11]1>>[Cl:1][c:2]1[cH:3][cH:4][c:5]2[c:6]([N:12]3[CH2:13][CH2:14][N:15]([C:18](=[O:19])[NH:20][CH:21]4[CH2:22][C:23]([OH:28])([CH3:30])[CH2:24][CH2:25][CH2:26][CH2:27]4)[CH2:16][CH2:17]3)[cH:7][cH:8][n:9][c:10]2[cH:11]1. The reactants are Cn1c(=O)ccc2cc(CBr)ccc21, O=C([O-])[O-], CCOC(=O)C1(c2cccc(O)c2)CCOCC1, CCCCC, [K+], [K+], CN(C)C=O. Yields the product CCOC(=O)C1(c2cccc(OCc3ccc4c(ccc(=O)n4C)c3)c2)CCOCC1. As a reaction SMILES: [Br:1][CH2:2][c:3]1[cH:4][c:5]2[cH:6][cH:7][c:8](=[O:14])[n:9]([CH3:13])[c:10]2[cH:11][cH:12]1.[C:33](=[O:34])([O-:35])[O-:36].[CH2:15]([CH3:16])[O:17][C:18](=[O:19])[C:20]1([c:26]2[cH:27][c:28]([OH:32])[cH:29][cH:30][cH:31]2)[CH2:21][CH2:22][O:23][CH2:24][CH2:25]1.[CH3:44][CH2:45][CH2:46][CH2:47][CH3:48].[K+:37].[K+:38].[O:39]=[CH:40][N:41]([CH3:42])[CH3:43]>>[CH2:2]([c:3]1[cH:4][c:5]2[cH:6][cH:7][c:8](=[O:14])[n:9]([CH3:13])[c:10]2[cH:11][cH:12]1)[O:32][c:28]1[cH:27][c:26]([C:20]2([C:18]([O:17][CH2:15][CH3:16])=[O:19])[CH2:21][CH2:22][O:23][CH2:24][CH2:25]2)[cH:31][cH:30][cH:29]1. Yields the product CCCCCCN(c1ccc(F)c(C(=O)O)c1)S(=O)(=O)c1ccc(C#Cc2ccc(CCCC)cc2)cc1. Starting materials: CCCCCCN(c1ccc(F)c(C(=O)OC)c1)S(=O)(=O)c1ccc(C#Cc2ccc(CCCC)cc2)cc1, C1CCOC1, Cl, [Li+], [OH-], O, O. As a reaction SMILES: [CH2:1]([CH2:2][CH2:3][CH3:4])[c:5]1[cH:6][cH:7][c:8]([C:11]#[C:12][c:13]2[cH:14][cH:15][c:16]([S:19](=[O:20])(=[O:21])[N:22]([c:23]3[cH:24][cH:25][c:26]([F:33])[c:27]([C:28](=[O:29])[O:30][CH3:31])[cH:32]3)[CH2:34][CH2:35][CH2:36][CH2:37][CH2:38][CH3:39])[cH:17][cH:18]2)[cH:9][cH:10]1.[CH2:45]1[O:46][CH2:47][CH2:48][CH2:49]1.[ClH:44].[Li+:42].[OH-:41].[OH2:40].[OH2:43]>>[CH2:1]([CH2:2][CH2:3][CH3:4])[c:5]1[cH:6][cH:7][c:8]([C:11]#[C:12][c:13]2[cH:14][cH:15][c:16]([S:19](=[O:20])(=[O:21])[N:22]([c:23]3[cH:24][cH:25][c:26]([F:33])[c:27]([C:28](=[O:29])[OH:30])[cH:32]3)[CH2:34][CH2:35][CH2:36][CH2:37][CH2:38][CH3:39])[cH:17][cH:18]2)[cH:9][cH:10]1. Reactants: FC1=C(C(=O)Cl)C(=CC(=C1)OC)F (2,6-Difluoro-4-methoxybenzoyl chloride), N (ammonia). The solvent is COCCOCCOC (diglyme). Product: FC1=C(C(=O)N)C(=CC(=C1)OC)F (2,6-Difluoro-4-methoxybenzamide). Reaction SMILES: [F:1][C:2]1[CH:10]=[C:9]([O:11][CH3:12])[CH:8]=[C:7]([F:13])[C:3]=1[C:4](Cl)=[O:5].[NH3:14]>COCCOCCOC>[F:1][C:2]1[CH:10]=[C:9]([O:11][CH3:12])[CH:8]=[C:7]([F:13])[C:3]=1[C:4]([NH2:14])=[O:5]. Procedure: The crude acid chloride (25) was dissolved in dry diglyme (60 ml) and added dropwise at room temperature with gentle stirring to 35% ammonia (750 ml). The resulting colourless precipitate was filtered off and dried (CaCl2) in vacuo to give a colourless solid. Starting materials: C1OC=2C=C(CCN)C=CC2O1 (3,4-methylenedioxyphenethylamine), ClC=1C2=C(N=C(N1)C1=NC=CC=C1)SC(=C2)C(F)(F)F (4-chloro-2-(pyridin-2-yl)-6-trifluoromethyl-thieno-[2,3-d]-pyrimidine). Product: N1=C(C=CC=C1)C=1N=C(C2=C(N1)SC(=C2)C(F)(F)F)NCCC2=CC1=C(C=C2)OCO1 (2-(pyridin-2-yl)-4-(3,4-methylenedioxyphenethylamino)-6-trifluoromethyl-thieno-[2,3-d]-pyrimidine). Reaction SMILES: [CH2:1]1[O:12][C:11]2[CH:10]=[CH:9][C:5]([CH2:6][CH2:7][NH2:8])=[CH:4][C:3]=2[O:2]1.Cl[C:14]1[C:15]2[CH:28]=[C:27]([C:29]([F:32])([F:31])[F:30])[S:26][C:16]=2[N:17]=[C:18]([C:20]2[CH:25]=[CH:24][CH:23]=[CH:22][N:21]=2)[N:19]=1>>[N:21]1[CH:22]=[CH:23][CH:24]=[CH:25][C:20]=1[C:18]1[N:19]=[C:14]([NH:8][CH2:7][CH2:6][C:5]2[CH:9]=[CH:10][C:11]3[O:12][CH2:1][O:2][C:3]=3[CH:4]=2)[C:15]2[CH:28]=[C:27]([C:29]([F:31])([F:32])[F:30])[S:26][C:16]=2[N:17]=1. Procedure details: With the procedure of Example 1, the reaction of 3,4-methylenedioxyphenethylamine with 4-chloro-2-(pyridin-2-yl)-6-trifluoromethyl-thieno-[2,3-d]-pyrimidine yields 2-(pyridin-2-yl)-4-(3,4-methylenedioxyphenethylamino)-6-trifluoromethyl-thieno-[2,3-d]-pyrimidine. Reaction SMILES: [C:1]([O:4][CH2:5][C:6](=[O:31])[C@:7]1([OH:30])[C@:24]2([CH3:25])[C@H:10]([C@H:11]3[C@:21]([F:27])([C@@H:22]([OH:26])[CH2:23]2)[C@:19]2([CH3:20])[C:14](=[CH:15][C:16](=[O:28])[CH:17]=[CH:18]2)[CH2:13][CH2:12]3)[CH2:9][C@@H:8]1[CH3:29])(=[O:3])[CH3:2].N1C=CN=C1.[CH3:37][Si:38](Cl)([CH3:40])[CH3:39]>CN(C)C=O.C(OCC)(=O)C>[C:1]([O:4][CH2:5][C:6](=[O:31])[C@:7]1([O:30][Si:38]([CH3:40])([CH3:39])[CH3:37])[C@:24]2([CH3:25])[C@H:10]([C@H:11]3[C@:21]([F:27])([C@@H:22]([O:26][Si:38]([CH3:40])([CH3:39])[CH3:37])[CH2:23]2)[C@:19]2([CH3:20])[C:14](=[CH:15][C:16](=[O:28])[CH:17]=[CH:18]2)[CH2:13][CH2:12]3)[CH2:9][C@@H:8]1[CH3:29])(=[O:3])[CH3:2]. Starting materials: C(C)(=O)OCC([C@]1([C@H](C[C@H]2[C@@H]3CCC4=CC(C=C[C@]4(C)[C@]3([C@H](C[C@]12C)O)F)=O)C)O)=O ((11β,16β)-9-fluoro-11,17-dihydroxy-16-methyl-3,20-dioxopregna-1,4-dien-21-yl acetate), N1C=NC=C1 (imidazole), C[Si](C)(C)Cl (trimethylsilyl chloride). Run at time 16 hour. Isolated yield 103.9%. Yields the product C(C)(=O)OCC([C@]1([C@H](C[C@H]2[C@@H]3CCC4=CC(C=C[C@]4(C)[C@]3([C@H](C[C@]12C)O[Si](C)(C)C)F)=O)C)O[Si](C)(C)C)=O ((11β,16β)-9-fluoro-16-methyl-3,20-dioxo-11,17-bis[(trimethylsilyl)oxy]pregna-1,4-dien-21-yl acetate). Run in C(C)(=O)OCC (ethyl acetate), CN(C=O)C (N,N-dimethylformamide). Procedure: To a solution of (11β,16β)-9-fluoro-11,17-dihydroxy-16-methyl-3,20-dioxopregna-1,4-dien-21-yl acetate (18.79 g, 43.25 mmol) and imidazole (58.89 g, 864.9 mmol) in 200 mL of dry N,N-dimethylformamide was added neat trimethylsilyl chloride (55.0 mL, 433 mmol) dropwise during 15 min. The resulting pale yellow solution was stirred at room temperature for 16 hours. The solution was diluted with ethyl acetate and washed successively with water, sat. NH4Cl, water, sat. NaHCO3, water, and brine. The org... The reactants are C(C)(C)(C)OC(=O)N1CCC2=C(CC1)C(=C(C=C2)Cl)CSC2=CC=C(C=C2)C=2N=C(SC2)NCC2CC2 (3-tert-butoxycarbonyl-7-chloro-6-{4-[2-(cyclopropylmethyl-amino)-thiazol-4-yl]-phenylthiomethyl}-2,3,4,5-tetrahydro-1H-benzo[d]azepine), FC(C(=O)O)(F)F (trifluoroacetic acid). Run in C(Cl)Cl (DCM). Reaction conditions: time 8 hour. Yields the product ClC1=C(C2=C(CCNCC2)C=C1)CSC1=CC=C(C=C1)C=1N=C(SC1)NCC1CC1 (7-chloro-6-{4-[2-(cyclopropylmethyl-amino)-thiazol-4-yl]-phenylthiomethyl}-2,3,4,5-tetrahydro-1H-benzo[d]azepine). The yield is 86.0%. Reaction SMILES: C(OC([N:8]1[CH2:14][CH2:13][C:12]2[C:15]([CH2:20][S:21][C:22]3[CH:27]=[CH:26][C:25]([C:28]4[N:29]=[C:30]([NH:33][CH2:34][CH:35]5[CH2:37][CH2:36]5)[S:31][CH:32]=4)=[CH:24][CH:23]=3)=[C:16]([Cl:19])[CH:17]=[CH:18][C:11]=2[CH2:10][CH2:9]1)=O)(C)(C)C.FC(F)(F)C(O)=O>C(Cl)Cl>[Cl:19][C:16]1[CH:17]=[CH:18][C:11]2[CH2:10][CH2:9][NH:8][CH2:14][CH2:13][C:12]=2[C:15]=1[CH2:20][S:21][C:22]1[CH:23]=[CH:24][C:25]([C:28]2[N:29]=[C:30]([NH:33][CH2:34][CH:35]3[CH2:37][CH2:36]3)[S:31][CH:32]=2)=[CH:26][CH:27]=1. Procedure: To a solution of 3-tert-butoxycarbonyl-7-chloro-6-{4-[2-(cyclopropylmethyl-amino)-thiazol-4-yl]-phenylthiomethyl}-2,3,4,5-tetrahydro-1H-benzo[d]azepine (0.305 g, 0.548 mmol) in dry DCM (12.6 mL) at room temperature add trifluoroacetic acid (12.6 mL) and stir the solution at room temperature overnight. Concentrate in vacuo and elute the residue through a SCX column (20 g). Dissolve the residue in DCM, load the solution on to a RediSep® column (40 g) and purify the crude mixture by preparative liq... Reactants: Cl (hydrochloric acid), NC=1N=CC(=C2C1OC(=C2)Cl)C=2C=NN(C2)C2CCN(CC2)C(C)=O (1-{4-[4-(7-amino-2-chlorofuro[2,3-c]pyridin-4-yl)-1H-pyrazol-1-yl]piperidin-1-yl}ethanone), ClC1=C(C=C(C=C1)B(O)O)C(=O)OC (4-chloro-3-(methoxycarbonyl)phenylboronic acid), C([O-])([O-])=O.[Na+].[Na+] (sodium carbonate). Reagents/catalysts: C=1C=CC(=CC1)[P](C=2C=CC=CC2)(C=3C=CC=CC3)[Pd]([P](C=4C=CC=CC4)(C=5C=CC=CC5)C=6C=CC=CC6)([P](C=7C=CC=CC7)(C=8C=CC=CC8)C=9C=CC=CC9)[P](C=1C=CC=CC1)(C=1C=CC=CC1)C=1C=CC=CC1 (Pd(PPh3)4). Run in O1CCOCC1 (1,4-dioxane), C(C)(=O)OCC (ethyl acetate). Run at temperature 120 celsius. Product: Cl.NC=1N=CC(=C2C1OC(=C2)C=2C=CC(=C(C(=O)O)C2)Cl)C=2C=NN(C2)C2CCNCC2 (5-{7-amino-4-[1-(piperidin-4-yl)-1H-pyrazol-4-yl]furo[2,3-c]pyridin-2-yl}-2-chlorobenzoic acid hydrochloride). Yield: 33.4%. Reaction SMILES: [NH2:1][C:2]1[N:3]=[CH:4][C:5]([C:12]2[CH:13]=[N:14][N:15]([CH:17]3[CH2:22][CH2:21][N:20](C(=O)C)[CH2:19][CH2:18]3)[CH:16]=2)=[C:6]2[CH:10]=[C:9]([Cl:11])[O:8][C:7]=12.[Cl:26][C:27]1[CH:32]=[CH:31][C:30](B(O)O)=[CH:29][C:28]=1[C:36]([O:38]C)=[O:37].C(=O)([O-])[O-].[Na+].[Na+].Cl>O1CCOCC1.C(OCC)(=O)C.C1C=CC([P]([Pd]([P](C2C=CC=CC=2)(C2C=CC=CC=2)C2C=CC=CC=2)([P](C2C=CC=CC=2)(C2C=CC=CC=2)C2C=CC=CC=2)[P](C2C=CC=CC=2)(C2C=CC=CC=2)C2C=CC=CC=2)(C2C=CC=CC=2)C2C=CC=CC=2)=CC=1>[ClH:11].[NH2:1][C:2]1[N:3]=[CH:4][C:5]([C:12]2[CH:13]=[N:14][N:15]([CH:17]3[CH2:22][CH2:21][NH:20][CH2:19][CH2:18]3)[CH:16]=2)=[C:6]2[CH:10]=[C:9]([C:30]3[CH:31]=[CH:32][C:27]([Cl:26])=[C:28]([CH:29]=3)[C:36]([OH:38])=[O:37])[O:8][C:7]=12 |f:2.3.4,9.10,^1:62,64,83,102|. Procedure: A suspension of 1-{4-[4-(7-amino-2-chlorofuro[2,3-c]pyridin-4-yl)-1H-pyrazol-1-yl]piperidin-1-yl}ethanone (125 mg, 0.347 mmol), 4-chloro-3-(methoxycarbonyl)phenylboronic acid (89.4 mg, 0.417 mmol), and Pd(PPh3)4 (40.1 mg, 0.0347 mmol) in 1.0 M aqueous sodium carbonate (1.74 mL, 1.74 mmol) and 1,4-dioxane (1.63 mL) was heated to 120° C. in a microwave for 30 min. The reaction mixture was then diluted with ethyl acetate (10 mL) and acidified with aqueous 1 N hydrochloric acid (5 mL), causing forma...